Dataset: the Open Reaction Database (ORD), a public repository of structured organic reaction records. Task: describe an organic reaction: reactants, conditions, products, and yield Starting materials: CN1[C@H]2CC[C@@H]1[C@H]([C@H](C2)OC(=O)C3=CC=CC=C3)C(=O)OC ((−)-cocaine). Procedure: Commercially available (−)-cocaine (Sigma Chemical Co.) was dissolved in 1.25 M HCl (1 g cocaine/12 ml). The mixture was allowed to stir for 16 hours at 110-115° C. (gentle reflux). After cooling to room temperature, the mixture was thoroughly extracted with ether to remove the benzoic acid by-product. The acidic aqueous layer was evaporated on a rotary evaporator under high vacuum and then the residue was redissolved in water and lyophilized to afford a white solid that required no further puri... Run in Cl (HCl). Product: CN1[C@H]2CC[C@@H]1[C@H]([C@H](C2)O)C(=O)O ([1R-(exo,exo)]-3-hydroxy-8-methyl-8-azabicyclo[3.2.1]octane-2-carboxylic acid). Run at temperature 112.5 celsius, time 16 hour. Isolated yield 92.0%. As a reaction SMILES: [CH3:1][N:2]1[C@H:6]2[C@@H:7]([C:19]([O:21]C)=[O:20])[C@@H:8]([O:10]C(C3C=CC=CC=3)=O)[CH2:9][C@@H:3]1[CH2:4][CH2:5]2>Cl>[CH3:1][N:2]1[C@H:6]2[C@@H:7]([C:19]([OH:21])=[O:20])[C@@H:8]([OH:10])[CH2:9][C@@H:3]1[CH2:4][CH2:5]2.